From a dataset of the Open Reaction Database (ORD), a public repository of structured organic reaction records. describe an organic reaction: reactants, conditions, products, and yield The reactants are [Na+], C1COCCO1, [OH-], O, COC(=O)C(O)C(OCCc1ccc(OC)c(OC)c1)(c1ccccc1)c1ccccc1. Yields the product COc1ccc(CCOC(c2ccccc2)(c2ccccc2)C(O)C(=O)O)cc1OC. Reaction SMILES: [Na+:34].[O:36]1[CH2:37][CH2:38][O:39][CH2:40][CH2:41]1.[OH-:33].[OH2:35].[OH:1][CH:2]([C:3](=[O:4])[O:5][CH3:6])[C:7]([c:8]1[cH:9][cH:10][cH:11][cH:12][cH:13]1)([c:14]1[cH:15][cH:16][cH:17][cH:18][cH:19]1)[O:20][CH2:21][CH2:22][c:23]1[cH:24][c:25]([O:31][CH3:32])[c:26]([O:29][CH3:30])[cH:27][cH:28]1>>[OH:1][CH:2]([C:3](=[O:4])[OH:5])[C:7]([c:8]1[cH:9][cH:10][cH:11][cH:12][cH:13]1)([c:14]1[cH:15][cH:16][cH:17][cH:18][cH:19]1)[O:20][CH2:21][CH2:22][c:23]1[cH:24][c:25]([O:31][CH3:32])[c:26]([O:29][CH3:30])[cH:27][cH:28]1. Starting materials: ClC1=CC=C(C=C1)C1NC=2C=CC=C(C2C(C1C=1N(C=CN1)C)=O)C(=O)OCC (ethyl 2-(4-chlorophenyl)-3-(1-methyl-1H-imidazol-2-yl)-4-oxo-1,2,3,4-tetrahydroquinoline-5-carboxylate), O.NN (hydrazine monohydrate). Run in CO (methanol). Reaction conditions: time 2 hour. The product is ClC1=CC=C(C=C1)C1C(C2=NNC(C=3C=CC=C(C23)N1)=O)C=1N(C=CN1)C (8-(4-Chlorophenyl)-9-(1-methyl-1H-imidazol-2-yl)-8,9-dihydro-2H-pyrido[4,3,2-de]phthalazin-3(7H)-one). The yield is 65.0%. As a reaction SMILES: [Cl:1][C:2]1[CH:7]=[CH:6][C:5]([CH:8]2[CH:17]([C:18]3[N:19]([CH3:23])[CH:20]=[CH:21][N:22]=3)[C:16](=O)[C:15]3[C:14]([C:25]([O:27]CC)=O)=[CH:13][CH:12]=[CH:11][C:10]=3[NH:9]2)=[CH:4][CH:3]=1.O.[NH2:31][NH2:32]>CO>[Cl:1][C:2]1[CH:3]=[CH:4][C:5]([CH:8]2[NH:9][C:10]3[C:15]4[C:16](=[N:31][NH:32][C:25](=[O:27])[C:14]=4[CH:13]=[CH:12][CH:11]=3)[CH:17]2[C:18]2[N:19]([CH3:23])[CH:20]=[CH:21][N:22]=2)=[CH:6][CH:7]=1 |f:1.2|. Procedure details: A mixture of ethyl 2-(4-chlorophenyl)-3-(1-methyl-1H-imidazol-2-yl)-4-oxo-1,2,3,4-tetrahydroquinoline-5-carboxylate (150 mg, 0.37 mmol) in 85% hydrazine monohydrate (4 ml) and methanol (6 ml) was stirred at room temperature for 2 h. The mixture was filtered and washed with water to give the title compound (89 mg, yield: 65%). 1H-NMR (400 MHz, DMSO-d6) δ (ppm): 3.44 (s, 3H), 4.69 (d, J=10.8 Hz, 1H), 4.96 (d, J=10.8 Hz, 1H), 6.76 (s, 1H), 6.93 (d, 1H), 7.16 (d, J=8 Hz, 1H), 7.33-7.44 (m, 6H), 7.56... Starting materials: C1(CCCCC1)CCC[C@H](CC(=O)OC(C)(C)C)C1=NC(=NO1)CC1=NC=CC=C1 (tert-Butyl (3R)-6-cyclohexyl-3-[3-(2-pyridinylmethyl)-1,2,4-oxadiazol-5-yl]hexanoate), FC(C(=O)O)(F)F (trifluoroacetic acid). Run at time 4 hour. Yields the product FC(C(=O)O)(F)F.C1(CCCCC1)CCC[C@H](CC(=O)O)C1=NC(=NO1)CC1=NC=CC=C1 ((3R)-6-Cyclohexyl-3-[3-(2-pyridinylmethyl)-1,2,4-oxadiazol-5-yl]hexanoic acid trifluoroacetate). Reaction SMILES: [CH:1]1([CH2:7][CH2:8][CH2:9][C@@H:10]([C:19]2[O:23][N:22]=[C:21]([CH2:24][C:25]3[CH:30]=[CH:29][CH:28]=[CH:27][N:26]=3)[N:20]=2)[CH2:11][C:12]([O:14]C(C)(C)C)=[O:13])[CH2:6][CH2:5][CH2:4][CH2:3][CH2:2]1.[F:31][C:32]([F:37])([F:36])[C:33]([OH:35])=[O:34]>>[F:31][C:32]([F:37])([F:36])[C:33]([OH:35])=[O:34].[CH:1]1([CH2:7][CH2:8][CH2:9][C@@H:10]([C:19]2[O:23][N:22]=[C:21]([CH2:24][C:25]3[CH:30]=[CH:29][CH:28]=[CH:27][N:26]=3)[N:20]=2)[CH2:11][C:12]([OH:14])=[O:13])[CH2:6][CH2:5][CH2:4][CH2:3][CH2:2]1 |f:2.3|. Procedure details: tert-Butyl (3R)-6-cyclohexyl-3-[3-(2-pyridinylmethyl)-1,2,4-oxadiazol-5-yl]hexanoate (Preparation 58) (247 mg, 0.60 mmol) was treated with trifluoroacetic acid (7 ml) and the resulting mixture was stirred at room temperature under a nitrogen atmosphere for 4 hours. The solvent was removed under reduced pressure and the residue azeotroped from toluene then dichloromethane to afford the title compound as an oil (262 mg). Reaction SMILES: Cc1cn(-c2cc(N)cc(C(F)(F)F)c2)cn1.COc1ncc(Br)cc1C(=O)O.CC(C)N=C=NC(C)C.C1=CC=C2C(=C1)N=NN2O.CN(C)C=O>>COc1ncc(Br)cc1C(=O)Nc1cc(-n2cnc(C)c2)cc(C(F)(F)F)c1. Reagents/catalysts: CC(C)N=C=NC(C)C (DIC), C1=CC=C2C(=C1)N=NN2O (HOBt). The reactants are COc1ncc(Br)cc1C(=O)O, Cc1cn(-c2cc(N)cc(C(F)(F)F)c2)cn1. The product is COc1ncc(Br)cc1C(=O)Nc1cc(-n2cnc(C)c2)cc(C(F)(F)F)c1. Reaction conditions: temperature 25 celsius, time 2 hour. Run in CN(C)C=O (DMF), CN(C)C=O (DMF), CN(C)C=O (DMF), CN(C)C=O (DMF), CN(C)C=O (DMF), CN(C)C=O (DMF). Isolated yield 30.7%. Starting materials: [N+](=O)([O-])C=1C=CC(=NC1)N1N=CN=C1 (5-nitro-2-(1H-1,2,4-triazol-1-yl)pyridine), O.NN (Hydrazine hydrate). The reagents and catalysts are [Ni] (Raney nickel). Solvent: C(C)O (ethanol), CO (methanol). Product: N1(N=CN=C1)C1=CC=C(C=N1)N (6-(1H-1,2,4-triazol-1-yl)pyridin-3-amine). As a reaction SMILES: [N+:1]([C:4]1[CH:5]=[CH:6][C:7]([N:10]2[CH:14]=[N:13][CH:12]=[N:11]2)=[N:8][CH:9]=1)([O-])=O.O.NN>[Ni].C(O)C.CO>[N:10]1([C:7]2[N:8]=[CH:9][C:4]([NH2:1])=[CH:5][CH:6]=2)[CH:14]=[N:13][CH:12]=[N:11]1 |f:1.2|. Procedure: Raney nickel (0.650 g) was added to a solution of 5-nitro-2-(1H-1,2,4-triazol-1-yl)pyridine (3.2 g, 16.7 mmol) in a mixture of ethanol and methanol (1:1) (150 mL) followed by the addition of Hydrazine hydrate (2.51 g, 50.2 mmol) and stirring was continued at 25° C. 1 hr. The reaction mixture was filtered over celite bed and washed with methanol. The filtrate and the washings were concentrated under reduced pressure to afford title compound as pale brown liquid. MS (ESI): m/z 162.1 (M+H). Reactants: [BH3-]C#N.[Na+] (NaCNBH3), CC1(C(C(=CCC1)C1=CC(=C(C=C1)F)C)C(=O)OC)C (Methyl 2,2-dimethyl-6-(4-fluoro-3-methylphenyl)-cyclohex-5-en-1-carboxylate), N1CCCC1 (pyrrolidine), C(Cl)(Cl)Cl (chloroform). Solvent: CO (methanol), Cl (HCl), Cl (HCl), CO (methanol). Run at time 8 hour. Yields the product FC1=C(C=C(C=C1)C=1C(C(CC(C1)N1CCCC1)(C)C)C(=O)OC)C (Methyl 2-(4-fluoro-3-methylphenyl)-4-(pyrrolidin-1-yl)-6,6-dimethylcyclohex-2-en-1-carboxylate). The yield is 66.5%. RXN SMILES: [CH3:1][C:2]1([CH3:20])[CH2:7][CH2:6][CH:5]=[C:4]([C:8]2[CH:13]=[CH:12][C:11]([F:14])=[C:10]([CH3:15])[CH:9]=2)[CH:3]1[C:16]([O:18][CH3:19])=[O:17].[NH:21]1[CH2:25][CH2:24][CH2:23][CH2:22]1.C(Cl)(Cl)Cl.[BH3-]C#N.[Na+]>Cl.CO>[F:14][C:11]1[CH:12]=[CH:13][C:8]([C:4]2[CH:3]([C:16]([O:18][CH3:19])=[O:17])[C:2]([CH3:20])([CH3:1])[CH2:7][CH:6]([N:21]3[CH2:25][CH2:24][CH2:23][CH2:22]3)[CH:5]=2)=[CH:9][C:10]=1[CH3:15] |f:3.4|. Procedure: A solution of 4a (11.05 g, 38.1 mmol) and pyrrolidine (8.13 g, 0.114 mol) in 11.5 mL of 5N HCl in methanol (57.1 mmol) and 100 mL chloroform was stirred at ambient temperature overnight and the volatiles were removed in vacuo. The residue was dissolved in 100 mL methanol and 5N HCl methanol was added until the mixture became acidic (bromocresol green). To the solution was added NaCNBH3 (2.40 g, 38.7 mmol) and the reaction was maintained at pH 3-5 by the dropwise addition of 5N HCl in methanol. A... The reactants are CCOC(=O)CC(=O)C(OCC)OCC, CC(=O)O, COC(=O)c1ccccc1C=O, O=C1CCCCN1, c1ccccc1. Yields the product CCOC(=O)C(=Cc1ccccc1C(=O)OC)C(=O)C(OCC)OCC. As a reaction SMILES: [CH2:13]([CH3:14])[O:15][CH:16]([C:17]([CH2:18][C:19](=[O:20])[O:21][CH2:22][CH3:23])=[O:24])[O:25][CH2:26][CH3:27].[CH3:28][C:29](=[O:30])[OH:31].[CH:1](=[O:2])[c:3]1[c:4]([C:5](=[O:6])[O:7][CH3:8])[cH:9][cH:10][cH:11][cH:12]1.[NH:32]1[CH2:33][CH2:34][CH2:35][CH2:36][C:37]1=[O:38].[cH:39]1[cH:40][cH:41][cH:42][cH:43][cH:44]1>>[CH:1]([c:3]1[c:4]([C:5](=[O:6])[O:7][CH3:8])[cH:9][cH:10][cH:11][cH:12]1)=[C:18]([C:17]([CH:16]([O:15][CH2:13][CH3:14])[O:25][CH2:26][CH3:27])=[O:24])[C:19](=[O:20])[O:21][CH2:22][CH3:23]. The reactants are C(CCC)(OC)(OC)OC (Trimethyl orthobutyrate), NC=1C=NC2=CC=CN=C2C1NCCCC(=O)OCC (ethyl 4-[(3-amino-[1,5]naphthyridine-4-yl)amino]butyrate), NC=1C=NC2=CC=CN=C2C1NCCCC(=O)OCC (ethyl 4-[(3-amino[1,5]naphthyridine-4-yl)amino]butyrate). Reagents/catalysts: Cl.N1=CC=CC=C1 (pyridine hydrochloride). The solvent is C1(=CC=CC=C1)C (toluene). Product: C(CC)C=1N(C2=C(C=NC=3C=CC=NC23)N1)CCCC(=O)OCC (ethyl 4-(2-propyl-1H-imidazo[4,5-c][1,5]naphthyridin-1-yl)-butyrate). RXN SMILES: [NH2:1][C:2]1[CH:3]=[N:4][C:5]2[C:10]([C:11]=1[NH:12][CH2:13][CH2:14][CH2:15][C:16]([O:18][CH2:19][CH3:20])=[O:17])=[N:9][CH:8]=[CH:7][CH:6]=2.[C:21](OC)(OC)(OC)[CH2:22][CH2:23][CH3:24]>C1(C)C=CC=CC=1.Cl.N1C=CC=CC=1>[CH2:22]([C:21]1[N:12]([CH2:13][CH2:14][CH2:15][C:16]([O:18][CH2:19][CH3:20])=[O:17])[C:11]2[C:10]3[N:9]=[CH:8][CH:7]=[CH:6][C:5]=3[N:4]=[CH:3][C:2]=2[N:1]=1)[CH2:23][CH3:24] |f:3.4|. Reported procedure: The preparation of ethyl 4-[(3-amino[1,5]naphthyridine-4-yl)amino]butyrate is described in Parts A-B of Example 4. Trimethyl orthobutyrate (9.1 mL, 57.2 mmol) and pyridine hydrochloride (110 mg, 0.95 mmol) were added to a solution of ethyl 4-[(3-amino-[1,5]naphthyridine-4-yl)amino]butyrate (13.08 g, 47.7 mmol) in toluene (190 mL) and heated at reflux for 3 hours. The reaction mixture was cooled to ambient temperature and concentrated under reduced pressure. The residue was dissolved in dichlorom...